describe an organic reaction: reactants, conditions, products, and yield From a dataset of the Open Reaction Database (ORD), a public repository of structured organic reaction records. Starting materials: ClC1=CC(=C(C=C1)C1=C2C=CC(=CC2=CC=C1)S(=O)(=O)[O-])OC.[Na+] (sodium 5-(4-chloro-2-methoxyphenyl)naphthalene-2-sulfonate), S(=O)(Cl)Cl (thionyl chloride). The product is ClC1=CC(=C(C=C1)C1=C2C=CC(=CC2=CC=C1)S(=O)(=O)Cl)OC (5-(4-chloro-2-methoxyphenyl)naphthalene-2-sulfonyl chloride). Yield: 89.2%. Reaction SMILES: [Cl:1][C:2]1[CH:7]=[CH:6][C:5]([C:8]2[CH:17]=[CH:16][CH:15]=[C:14]3[C:9]=2[CH:10]=[CH:11][C:12]([S:18]([O-])(=[O:20])=[O:19])=[CH:13]3)=[C:4]([O:22][CH3:23])[CH:3]=1.[Na+].S(Cl)([Cl:27])=O>>[Cl:1][C:2]1[CH:7]=[CH:6][C:5]([C:8]2[CH:17]=[CH:16][CH:15]=[C:14]3[C:9]=2[CH:10]=[CH:11][C:12]([S:18]([Cl:27])(=[O:20])=[O:19])=[CH:13]3)=[C:4]([O:22][CH3:23])[CH:3]=1 |f:0.1|. Procedure: A round bottom flask was charged with sodium 5-(4-chloro-2-methoxyphenyl)naphthalene-2-sulfonate (0.137 g, 0.369 mmol) and a septum was attached and the flask flushed with N2. DMF (1.232 mL) was added followed by thionyl chloride (0.081 mL, 1.108 mmol) by syringe at rt, an exotherm was observed. The solution was maintained at rt for 1 h, and then poured into a separatory funnel containing ice. The resulting mixture was extracted with DCM (2×15 mL). The combined organic layers were washed with wa... Reactants: CC=1C=C(C=CC1)N(C1=CC=2C3(C4=CC(=CC=C4C2C=C1)N(C1=CC(=CC=C1)C)C1=CC(=CC=C1)C)C1=CC(=CC=C1C=1C=CC(=CC13)Br)Br)C1=CC(=CC=C1)C (N,N,N′,N′-tetrakis(3-methylphenyl)-2′,7′-dibromo-9,9′-spirobifluorene-2,7-diamine), C1(=CC=CC=C1)B(O)O (benzene-boronic acid), P(=O)([O-])([O-])[O-].[K+].[K+].[K+] (potassium phosphate), C1(=C(C=CC=C1)P(C1=C(C=CC=C1)C)C1=C(C=CC=C1)C)C (tris-o-tolylphosphine), boronic acid ester. Reagents/catalysts: C(C)(=O)[O-].[Pd+2].C(C)(=O)[O-] (Palladium(II) acetate). Solvent: O1CCOCC1 (dioxane), O (water), C1(=CC=CC=C1)C (toluene), C(C)(=O)O.C(C)O (acetic acid ethanol). Yields the product CC=1C=C(C=CC1)N(C1=CC=2C3(C4=CC(=CC=C4C2C=C1)N(C1=CC(=CC=C1)C)C1=CC(=CC=C1)C)C1=CC(=CC=C1C=1C=CC(=CC13)C1=CC=CC=C1)C1=CC=CC=C1)C1=CC(=CC=C1)C (N,N,N′,N′-tetrakis(3-methylphenyl)-2′,7′-diphenyl-9,9′-spirobifluorene-2,7-diamine). RXN SMILES: [CH3:1][C:2]1[CH:3]=[C:4]([N:8]([C:51]2[CH:56]=[CH:55][CH:54]=[C:53]([CH3:57])[CH:52]=2)[C:9]2[CH:21]=[CH:20][C:19]3[C:18]4[C:13](=[CH:14][C:15]([N:22]([C:30]5[CH:35]=[CH:34][CH:33]=[C:32]([CH3:36])[CH:31]=5)[C:23]5[CH:28]=[CH:27][CH:26]=[C:25]([CH3:29])[CH:24]=5)=[CH:16][CH:17]=4)[C:12]4([C:48]5[CH:47]=[C:46](Br)[CH:45]=[CH:44][C:43]=5[C:42]5[C:37]4=[CH:38][C:39](Br)=[CH:40][CH:41]=5)[C:11]=3[CH:10]=2)[CH:5]=[CH:6][CH:7]=1.[C:58]1(B(O)O)[CH:63]=[CH:62][CH:61]=[CH:60][CH:59]=1.P([O-])([O-])([O-])=O.[K+].[K+].[K+].[C:75]1(C)[CH:80]=[CH:79][CH:78]=[CH:77][C:76]=1P(C1C=CC=CC=1C)C1C=CC=CC=1C>C([O-])(=O)C.[Pd+2].C([O-])(=O)C.C(O)(=O)C.C(O)C.O1CCOCC1.O.C1(C)C=CC=CC=1>[CH3:1][C:2]1[CH:3]=[C:4]([N:8]([C:51]2[CH:56]=[CH:55][CH:54]=[C:53]([CH3:57])[CH:52]=2)[C:9]2[CH:21]=[CH:20][C:19]3[C:18]4[C:13](=[CH:14][C:15]([N:22]([C:30]5[CH:35]=[CH:34][CH:33]=[C:32]([CH3:36])[CH:31]=5)[C:23]5[CH:28]=[CH:27][CH:26]=[C:25]([CH3:29])[CH:24]=5)=[CH:16][CH:17]=4)[C:12]4([C:48]5[CH:47]=[C:46]([C:58]6[CH:63]=[CH:62][CH:61]=[CH:60][CH:59]=6)[CH:45]=[CH:44][C:43]=5[C:42]5[C:37]4=[CH:38][C:39]([C:75]4[CH:80]=[CH:79][CH:78]=[CH:77][CH:76]=4)=[CH:40][CH:41]=5)[C:11]=3[CH:10]=2)[CH:5]=[CH:6][CH:7]=1 |f:2.3.4.5,7.8.9,10.11|. Reported procedure: 134.5 g (190 mmol) of N,N,N′,N′-tetrakis(3-methylphenyl)-2′,7′-dibromo-9,9′-spirobifluorene-2,7-diamine, 50.4 g (420 mmol) of benzene-boronic acid and potassium phosphate (195.5 g, 0.92 mol) are initially introduced into a 4 l flask, and 1200 ml of toluene, 1200 ml of water and 475 ml of dioxane are then added. The mixture is degassed for 30 minutes by passing-through of argon with stirring. The tris-o-tolylphosphine (4.0 g, 13.2 mmol) is then added, and the mixture is stirred briefly. Palladium... The reactants are Cl (HCl), C(C)C=1N=C2C=CC=C3CN(CC1N23)CCCCCNS(=O)(=O)C(F)(F)F (4,5-dihydro-2-ethyl-4-(5-trifluoromethanesulfonamidopentan-1-yl)-3H-1,4,8b-triazaacenaphthylene). The solvent is C(C)O (ethanol). Product: Cl.Cl.C(C)C=1N=C2C=CC=C3CN(CC1N23)CCCCCNS(=O)(=O)C(F)(F)F (4,5-dihydro-2-ethyl-4-[5-(trifluoro-methanesulfonamido)pentan-1-yl]-3H-1,4,8b-triazaace-naphthylene-dihydrochloride). Yield: 100.0%. Reaction SMILES: [CH2:1]([C:3]1[N:4]=[C:5]2[N:14]3[C:9]([CH2:10][N:11]([CH2:15][CH2:16][CH2:17][CH2:18][CH2:19][NH:20][S:21]([C:24]([F:27])([F:26])[F:25])(=[O:23])=[O:22])[CH2:12][C:13]=13)=[CH:8][CH:7]=[CH:6]2)[CH3:2].[ClH:28]>C(O)C>[ClH:28].[ClH:28].[CH2:1]([C:3]1[N:4]=[C:5]2[N:14]3[C:9]([CH2:10][N:11]([CH2:15][CH2:16][CH2:17][CH2:18][CH2:19][NH:20][S:21]([C:24]([F:26])([F:25])[F:27])(=[O:22])=[O:23])[CH2:12][C:13]=13)=[CH:8][CH:7]=[CH:6]2)[CH3:2] |f:3.4.5|. Reported procedure: In a mixture of 10 ml of ethanol and 1 ml of 12N HCl was dissolved 542 mg (1.34 mmol) of 4,5-dihydro-2-ethyl-4-(5-trifluoromethanesulfonamidopentan-1-yl)-3H-1,4,8b-triazaacenaphthylene. The solvent was distilled off under reduced pressure to leave 640 mg of the desired compound (100%, white amorphous substance). Yields the product C=C1CCCCCCCCCCCCCC1 (Methylenecyclopentadecane). Run in C(Cl)Cl (CH2Cl2), C1CCOC1 (THF), C1CCOC1 (THF). Conditions: temperature 0 celsius. As a reaction SMILES: [I-].C[P+](C1C=CC=CC=1)(C1C=CC=CC=1)C1C=CC=CC=1.[Li][CH2:23][CH2:24][CH2:25][CH3:26].[C:27]1(=O)[CH2:41][CH2:40]CCC[CH2:36][CH2:35][CH2:34][CH2:33][CH2:32][CH2:31][CH2:30][CH2:29][CH2:28]1.O>C1COCC1.C(Cl)Cl>[CH2:26]=[C:25]1[CH2:40][CH2:41][CH2:27][CH2:28][CH2:29][CH2:30][CH2:31][CH2:32][CH2:33][CH2:34][CH2:35][CH2:36][CH2:23][CH2:24]1 |f:0.1|. Yield: 69.0%. Procedure: To a solution of methyltriphenylphosphonium iodide (12 g, 30 mmol) in THF (200 mL) was added dropwise n-BuLi (18.5 mL, 30 mmol) at 0° C. The suspension was stirred at 0° C. until a yellow color persisted, and then cyclopentadecanone, 48, (2.21 g, 9.8 mmol) was added as a solution in THF (20 mL). The mixture was allowed to warm to room temperature and stirred overnight. Upon completion, H2O was added to quench any remaining n-BuLi and any precipitates were filtered off. The filtrate was concentra... Reactants: [I-].C[P+](C1=CC=CC=C1)(C1=CC=CC=C1)C1=CC=CC=C1 (methyltriphenylphosphonium iodide), [Li]CCCC (n-BuLi), C1(CCCCCCCCCCCCCC1)=O (cyclopentadecanone), O (H2O).